From a dataset of the Open Reaction Database (ORD), a public repository of structured organic reaction records. describe an organic reaction: reactants, conditions, products, and yield Reactants: CSCCO, CN(C)C=O, [Na+], C1COCCO1, [OH-], Cc1nc2c3c(ccn2c1C)C(O)C(O)C(c1ccccc1)N3, O=S(=O)(O)O. Product: CSCCOC1c2ccn3c(C)c(C)nc3c2NC(c2ccccc2)C1O. RXN SMILES: [CH3:29][S:30][CH2:31][CH2:32][OH:33].[CH3:42][N:43]([CH3:44])[CH:45]=[O:46].[Na+:35].[O:36]1[CH2:37][CH2:38][O:39][CH2:40][CH2:41]1.[OH-:34].[OH:1][CH:2]1[CH:3]([OH:23])[CH:4]([c:17]2[cH:18][cH:19][cH:20][cH:21][cH:22]2)[NH:5][c:6]2[c:7]3[n:8]([cH:9][cH:10][c:11]21)[c:12]([CH3:16])[c:13]([CH3:15])[n:14]3.[S:24](=[O:25])(=[O:26])([OH:27])[OH:28]>>[O:1]([CH:2]1[CH:3]([OH:23])[CH:4]([c:17]2[cH:18][cH:19][cH:20][cH:21][cH:22]2)[NH:5][c:6]2[c:7]3[n:8]([cH:9][cH:10][c:11]21)[c:12]([CH3:16])[c:13]([CH3:15])[n:14]3)[CH2:32][CH2:31][S:30][CH3:29]. Starting materials: CC(=O)OC(C)=O, CN(C)C=O, c1ccc(C(N=C2NCCN2)c2ccccc2)cc1, [H-], [Na+]. The product is CC(=O)N1CCNC1=NC(c1ccccc1)c1ccccc1. As a reaction SMILES: [CH3:22][C:23](=[O:24])[O:25][C:26](=[O:27])[CH3:28].[CH3:29][N:30]([CH3:31])[CH:32]=[O:33].[CH:1]([c:2]1[cH:3][cH:4][cH:5][cH:6][cH:7]1)([c:8]1[cH:9][cH:10][cH:11][cH:12][cH:13]1)[N:14]=[C:15]1[NH:16][CH2:17][CH2:18][NH:19]1.[H-:20].[Na+:21]>>[CH:1]([c:2]1[cH:3][cH:4][cH:5][cH:6][cH:7]1)([c:8]1[cH:9][cH:10][cH:11][cH:12][cH:13]1)[N:14]=[C:15]1[NH:16][CH2:17][CH2:18][N:19]1[C:23]([CH3:22])=[O:24].